describe an organic reaction: reactants, conditions, products, and yield From a dataset of the Open Reaction Database (ORD), a public repository of structured organic reaction records. Starting materials: ClC=1C=C(C=CC1Cl)S(=O)(=O)N1[C@@H](C(NC=C1)=O)CC=1N=NN(C1)[C@@H]1CCCC=2C=3CCNCC3C=CC21 ((R)-4-(3,4-dichlorophenylsulfonyl)-3-((1-((R)-1,2,3,4,7,8,9,10-octahydrobenzo[f]isoquinolin-7-yl)-1H-1,2,3-triazol-4-yl)methyl)-3,4-dihydropyrazin-2(1H)-one), C(C(C)C)=O (isobutyraldehyde), C(C)(=O)O[BH-](OC(C)=O)OC(C)=O.[Na+] (sodium triacetoxyborohydride). Run in ClCCCl (1,2-dichloroethane). Reaction conditions: time 8 hour. Yields the product ClC=1C=C(C=CC1Cl)S(=O)(=O)N1[C@@H](C(NC=C1)=O)CC=1N=NN(C1)[C@@H]1CCCC=2C=3CCN(CC3C=CC21)CC(C)C ((R)-4-(3,4-dichlorophenylsulfonyl)-3-((1-((R)-3-isobutyl-1,2,3,4,7,8,9,10-octahydrobenzo[f]isoquinolin-7-yl)-1H-1,2,3-triazol-4-yl)methyl)-3,4-dihydropyrazin-2(1H)-one). RXN SMILES: [Cl:1][C:2]1[CH:3]=[C:4]([S:9]([N:12]2[CH:17]=[CH:16][NH:15][C:14](=[O:18])[C@H:13]2[CH2:19][C:20]2[N:21]=[N:22][N:23]([C@H:25]3[C:38]4[CH:37]=[CH:36][C:35]5[CH2:34][NH:33][CH2:32][CH2:31][C:30]=5[C:29]=4[CH2:28][CH2:27][CH2:26]3)[CH:24]=2)(=[O:11])=[O:10])[CH:5]=[CH:6][C:7]=1[Cl:8].[CH:39](=O)[CH:40]([CH3:42])[CH3:41].C(O[BH-](OC(=O)C)OC(=O)C)(=O)C.[Na+]>ClCCCl>[Cl:1][C:2]1[CH:3]=[C:4]([S:9]([N:12]2[CH:17]=[CH:16][NH:15][C:14](=[O:18])[C@H:13]2[CH2:19][C:20]2[N:21]=[N:22][N:23]([C@H:25]3[C:38]4[CH:37]=[CH:36][C:35]5[CH2:34][N:33]([CH2:39][CH:40]([CH3:42])[CH3:41])[CH2:32][CH2:31][C:30]=5[C:29]=4[CH2:28][CH2:27][CH2:26]3)[CH:24]=2)(=[O:11])=[O:10])[CH:5]=[CH:6][C:7]=1[Cl:8] |f:2.3|. Reported procedure: To a solution of ((R)-4-(3,4-dichlorophenylsulfonyl)-3-((1-((R)-1,2,3,4,7,8,9,10-octahydrobenzo[f]isoquinolin-7-yl)-1H-1,2,3-triazol-4-yl)methyl)-3,4-dihydropyrazin-2(1H)-one (220 mg, 0.384 mmol) and isobutyraldehyde (83 mg, 1.15 mmol) in 3 mL of 1,2-dichloroethane was added sodium triacetoxyborohydride (163 mg, 0.768 mmol) and the resulting solution was stirred at RT overnight. The reaction mixture was quenched with sat. NaHCO3, extracted with EtOAc, dried over Na2SO4, filtered and evaporated t... The reactants are CCOC(=O)C(C)Sc1ccc(OC)cc1, BrCc1ccccc1, C1CCOC1, C[Si](C)(C)[N-][Si](C)(C)C, [Li+]. Product: CCOC(=O)C(C)(Cc1ccccc1)Sc1ccc(OC)cc1. Reaction SMILES: [CH2:1]([CH3:2])[O:3][C:4]([CH:5]([CH3:6])[S:7][c:8]1[cH:9][cH:10][c:11]([O:14][CH3:15])[cH:12][cH:13]1)=[O:16].[CH2:27]([c:28]1[cH:29][cH:30][cH:31][cH:32][cH:33]1)[Br:34].[CH2:35]1[O:36][CH2:37][CH2:38][CH2:39]1.[CH3:17][Si:18]([N-:19][Si:20]([CH3:21])([CH3:22])[CH3:23])([CH3:24])[CH3:25].[Li+:26]>>[CH2:1]([CH3:2])[O:3][C:4]([C:5]([CH3:6])([S:7][c:8]1[cH:9][cH:10][c:11]([O:14][CH3:15])[cH:12][cH:13]1)[CH2:27][c:28]1[cH:29][cH:30][cH:31][cH:32][cH:33]1)=[O:16]. Reactants: OCC(C(=O)O)(C)CO (2,2-bis(hydroxymethyl) propionic acid), C1(=CC=C(C=C1)NN)C (p-tolylhydrazine), C1(CCCCC1)N=C=NC1CCCCC1 (dicyclohexylcarbodiimide). Run in O1CCCC1 (tetrahydrofuran). Run at time 24 hour. Product: C1(=CC=C(C=C1)N(N)C(C(C)(CO)CO)=O)C (2,2-bishydroxymethyl propionic acid p-tolylhydrazide). Isolated yield 61.5%. As a reaction SMILES: [OH:1][CH2:2][C:3]([CH2:8][OH:9])([CH3:7])[C:4](O)=[O:5].[C:10]1([CH3:18])[CH:15]=[CH:14][C:13]([NH:16][NH2:17])=[CH:12][CH:11]=1.C1(N=C=NC2CCCCC2)CCCCC1>O1CCCC1>[C:10]1([CH3:18])[CH:15]=[CH:14][C:13]([N:16]([C:4](=[O:5])[C:3]([CH2:8][OH:9])([CH2:2][OH:1])[CH3:7])[NH2:17])=[CH:12][CH:11]=1. Procedure: Sixty-five grams (0.49 m) of 2,2-bis(hydroxymethyl) propionic acid was added to a solution of p-tolylhydrazine (100 g, 0.44 m) and dicyclohexylcarbodiimide (100 g, 0.49 m) in 2,500 ml of tetrahydrofuran. The reaction mixture was stirred under a nitrogen atmosphere for 24 hours. The dicyclohexylurea was removed by filtration and the solution was concentrated under reduced pressure. The residue was recrystallized from 300 ml of isopropyl alcohol. There was obtained 71 g (68 percent) of 2,2-bishydr... Starting materials: C1(=CCCCC1)CCN=C=S (2-(1-cyclohexenyl)ethyl isothiocyanate), NC=1SC2=C(N1)CCCC2 (2-amino-4,5,6,7-tetrahydrobenzothiazole). The solvent is CN(C=O)C (N,N-dimethylformamide). The product is C1(=CCCCC1)CCNC(=S)NC=1SC2=C(N1)CCCC2 (N-[2-(1-cyclohexenyl)ethyl]-N'-[4,5,6,7-tetrahydrobenzothiazolyl]thiourea). The yield is 13.3%. Reaction SMILES: [C:1]1([CH2:7][CH2:8][N:9]=[C:10]=[S:11])[CH2:6][CH2:5][CH2:4][CH2:3][CH:2]=1.[NH2:12][C:13]1[S:14][C:15]2[CH2:21][CH2:20][CH2:19][CH2:18][C:16]=2[N:17]=1>CN(C)C=O>[C:1]1([CH2:7][CH2:8][NH:9][C:10]([NH:12][C:13]2[S:14][C:15]3[CH2:21][CH2:20][CH2:19][CH2:18][C:16]=3[N:17]=2)=[S:11])[CH2:6][CH2:5][CH2:4][CH2:3][CH:2]=1. Reported procedure: A solution of 2-(1-cyclohexenyl)ethyl isothiocyanate (1.67 g, 10 mmol) and 2-amino-4,5,6,7-tetrahydrobenzothiazole (1.54 g, 10 mmol) in N,N-dimethylformamide (100 mL) was heated at 100° C. for 120 h. The reaction was cooled to room temperature, the solvent removed under reduced pressure, the residue taken up in ethyl acetate and washed with 1N HCl. The organic layer was concentrated and the residue recrystallized from ethyl acetate-hexanes to provide 426 mg (13%) of the titled product: Reactants: CC(=O)O[BH-](OC(C)=O)OC(C)=O, CCOC(=O)C1(C=O)CCC1, CC(=O)O, ClCCl, Cn1c(-c2cncc(N)c2)cc2ccccc21, [Na+]. The product is CCOC(=O)C1(CNc2cncc(-c3cc4ccccc4n3C)c2)CCC1. Reaction SMILES: [C:33]([O:34][BH-:35]([O:36][C:37](=[O:38])[CH3:39])[O:40][C:41](=[O:42])[CH3:43])(=[O:44])[CH3:45].[CH2:18]([CH3:19])[O:20][C:21](=[O:22])[C:23]1([CH:27]=[O:28])[CH2:24][CH2:25][CH2:26]1.[CH3:29][C:30](=[O:31])[OH:32].[Cl:47][CH2:48][Cl:49].[NH2:1][c:2]1[cH:3][c:4](-[c:8]2[n:9]([CH3:17])[c:10]3[cH:11][cH:12][cH:13][cH:14][c:15]3[cH:16]2)[cH:5][n:6][cH:7]1.[Na+:46]>>[NH:1]([c:2]1[cH:3][c:4](-[c:8]2[n:9]([CH3:17])[c:10]3[cH:11][cH:12][cH:13][cH:14][c:15]3[cH:16]2)[cH:5][n:6][cH:7]1)[CH2:27][C:23]1([C:21]([O:20][CH2:18][CH3:19])=[O:22])[CH2:24][CH2:25][CH2:26]1. As a reaction SMILES: [C:10](#[N:11])[NH:12][C:13]([CH3:14])=[O:15].[CH2:8][CH3:9].[CH3:16][CH2:17][OH:18].[O:1]1[CH2:2][CH:3]([CH2:6][NH2:7])[CH2:4][CH2:5]1>>[O:1]1[CH2:2][CH:3]([CH2:6][N:7]=[C:13]([NH:12][C:10]#[N:11])[CH3:14])[CH2:4][CH2:5]1. Yields the product CC(=NCC1CCOC1)NC#N. The reactants are CC(=O)NC#N, [CH2]C, CCO, NCC1CCOC1. Reaction conditions: time 1 hour. RXN SMILES: O[C:2]1([C:14]2[CH:19]=[CH:18][CH:17]=[CH:16][CH:15]=2)[CH2:6][CH2:5][N:4](C(OC(C)(C)C)=O)[CH2:3]1.FC(F)(F)C(O)=O>>[C:14]1([C:2]2[CH2:3][NH:4][CH2:5][CH:6]=2)[CH:19]=[CH:18][CH:17]=[CH:16][CH:15]=1. Starting materials: OC1(CN(CC1)C(=O)OC(C)(C)C)C1=CC=CC=C1 (tert-butyl 3-hydroxy-3-phenylpyrrolidine-1-carboxylate), FC(C(=O)O)(F)F (trifluoroacetic acid). Reported procedure: A mixture of tert-butyl 3-hydroxy-3-phenylpyrrolidine-1-carboxylate (0.36 g, 0.0014 mol) and trifluoroacetic acid (2.0 mL, 0.026 mol) was stirred under nitrogen at room temp for 1 h. The volatile was removed under vacuum and evaporated with toluene twice. The residue was used in next step w/o further purification. LCMS: 146.1 (M+H)+. Product: C1(=CC=CC=C1)C=1CNCC1 (3-phenyl-2,5-dihydro-1H-pyrrole). Starting materials: 63A, BrC1=C(OCCN2CCOCC2)C=CC=C1 (4-[2-(2-bromo-phenoxy)-ethyl]morpholine), N1CCNCCC1 (homopiperazine). The product is N1(CCOCC1)CCOC1=C(C=CC=C1)N1CCNCCC1 (1-[2-(2-Morpholin-4-yl-ethoxy)-phenyl]-[1,4]diazepan). RXN SMILES: Br[C:2]1[CH:16]=[CH:15][CH:14]=[CH:13][C:3]=1[O:4][CH2:5][CH2:6][N:7]1[CH2:12][CH2:11][O:10][CH2:9][CH2:8]1.[NH:17]1[CH2:23][CH2:22][CH2:21][NH:20][CH2:19][CH2:18]1>>[N:7]1([CH2:6][CH2:5][O:4][C:3]2[CH:13]=[CH:14][CH:15]=[CH:16][C:2]=2[N:17]2[CH2:23][CH2:22][CH2:21][NH:20][CH2:19][CH2:18]2)[CH2:12][CH2:11][O:10][CH2:9][CH2:8]1. Procedure: The title compound was prepared in a manner similar to Preparation 63A except that 4-[2-(2-bromo-phenoxy)-ethyl]morpholine was coupled to homopiperazine. Product: COc1cc(CNCCC2CCOCC2)ccc1Oc1cnc(C(N)=O)cn1. Reaction SMILES: [BH4-:30].[CH3:32][OH:33].[CH:1](=[O:2])[c:3]1[cH:4][c:5]([O:19][CH3:20])[c:6]([O:7][c:8]2[n:9][cH:10][c:11]([C:14](=[O:15])[NH2:16])[n:12][cH:13]2)[cH:17][cH:18]1.[Na+:31].[O:21]1[CH2:22][CH2:23][CH:24]([CH2:27][CH2:28][NH2:29])[CH2:25][CH2:26]1>>[CH2:1]([c:3]1[cH:4][c:5]([O:19][CH3:20])[c:6]([O:7][c:8]2[n:9][cH:10][c:11]([C:14](=[O:15])[NH2:16])[n:12][cH:13]2)[cH:17][cH:18]1)[NH:29][CH2:28][CH2:27][CH:24]1[CH2:23][CH2:22][O:21][CH2:26][CH2:25]1. Starting materials: [BH4-], CO, COc1cc(C=O)ccc1Oc1cnc(C(N)=O)cn1, [Na+], NCCC1CCOCC1.